Dataset: the Open Reaction Database (ORD), a public repository of structured organic reaction records. Task: describe an organic reaction: reactants, conditions, products, and yield The reactants are [N+](=O)([O-])C1=CC=C(C=C1)OC(\C=C\C=C(/C1=CC(=CC=C1)OC)\C1=CC(=CC=C1)F)=O ((2E,4E)-5-(3-fluorophenyl)-5-(3-methoxyphenyl)-2,4-pentadienoic acid 4-nitrophenyl ester), N1=CC(=CC=C1)CCCCN (3-pyridinebutanamine). The solvent is O1CCCC1 (tetrahydrofuran). The product is FC=1C=C(C=CC1)/C(=C/C=C/C(=O)NCCCCC=1C=NC=CC1)/C1=CC(=CC=C1)OC ((2E,4E)-5-(3-fluorophenyl)-5-(3-methoxyphenyl)-N-[4-(3-pyridinyl)butyl]-2,4-pentadienamide). Yield: 86.6%. RXN SMILES: [N+](C1C=CC(O[C:11](=[O:31])/[CH:12]=[CH:13]/[CH:14]=[C:15](/[C:24]2[CH:29]=[CH:28][CH:27]=[C:26]([F:30])[CH:25]=2)\[C:16]2[CH:21]=[CH:20][CH:19]=[C:18]([O:22][CH3:23])[CH:17]=2)=CC=1)([O-])=O.[N:32]1[CH:37]=[CH:36][CH:35]=[C:34]([CH2:38][CH2:39][CH2:40][CH2:41][NH2:42])[CH:33]=1>O1CCCC1>[F:30][C:26]1[CH:25]=[C:24](/[C:15](/[C:16]2[CH:21]=[CH:20][CH:19]=[C:18]([O:22][CH3:23])[CH:17]=2)=[CH:14]/[CH:13]=[CH:12]/[C:11]([NH:42][CH2:41][CH2:40][CH2:39][CH2:38][C:34]2[CH:33]=[N:32][CH:37]=[CH:36][CH:35]=2)=[O:31])[CH:29]=[CH:28][CH:27]=1. Reported procedure: As in Example 134, a solution of (2E,4E)-5-(3-fluorophenyl)-5-(3-methoxyphenyl)-2,4-pentadienoic acid 4-nitrophenyl ester (1.8 g) and 3-pyridinebutanamine (0.650 g) in tetrahydrofuran (20 mL) was stirred for 17 hours at room temperature. The crude amide, isolated in the usual fashion, was purified by HPLC (ethyl acetate) and then crystallized from ether-hexane to furnish 1.6 g of (2E,4E)-5-(3-fluorophenyl)-5-(3-methoxyphenyl)-N-[4-(3-pyridinyl)butyl]-2,4-pentadienamide mp 55°-60° C. A sample was...